describe an organic reaction: reactants, conditions, products, and yield From a dataset of the Open Reaction Database (ORD), a public repository of structured organic reaction records. Reactants: FC1=C(C#N)C=CC(=C1)O (2-fluoro-4-hydroxybenzonitrile), [OH-].[Na+] (sodium hydroxide), O (water), Cl (hydrochloric acid). Yields the product FC1=C(C(=O)O)C=CC(=C1)O (2-fluoro-4-hydroxybenzoic acid). The yield is 100.0%. As a reaction SMILES: [F:1][C:2]1[CH:9]=[C:8]([OH:10])[CH:7]=[CH:6][C:3]=1[C:4]#N.[OH-:11].[Na+].Cl.[OH2:14]>>[F:1][C:2]1[CH:9]=[C:8]([OH:10])[CH:7]=[CH:6][C:3]=1[C:4]([OH:14])=[O:11] |f:1.2|. Procedure: To a stirred solution of 2-fluoro-4-hydroxybenzonitrile (20.00 g, 145.9 mmol) in 160 mL of water, was added 50% aqueous sodium hydroxide (40.00 g, 500.0 mmol). The mixture was heated to reflux for 4 hours, cooled to room temperature, poured into iced concentrated hydrochloric acid, and extracted with ether. The product was extracted into saturated aqueous sodium bicarbonate and the ether layer discarded. This aqueous extract was acidified with concentrated hydrochloric acid and extracted with et... Reactants: ClC1=CC(=NC=2N1N=C(C2)C)NC(C2=CC=C(C=C2)OC(F)(F)F)=O (N-(7-chloro-2-methylpyrazolo[1,5-a]pyrimidin-5-yl)-4-(trifluoromethoxy)benzamide), Cl.N1CCC(CC1)NC(=O)N (1-(piperidin-4-yl)urea hydrochloride), C(C)(C)N(C(C)C)CC (N,N-diisopropylethylamine). Reagents/catalysts: CS(=O)C (DMSO). Run in CN(C)C=O (DMF), CO (methanol). Conditions: temperature 80 celsius, time 8 hour. Yields the product CC1=NN2C(N=C(C=C2N2CCC(CC2)NC(=O)N)NC(C2=CC=C(C=C2)OC(F)(F)F)=O)=C1 (N-(2-methyl-7-(4-ureidopiperidin-1-yl)pyrazolo[1,5-a]pyrimidin-5-yl)-4-(trifluoromethoxy)benzamide). Yield: 30.3%. As a reaction SMILES: Cl[C:2]1[N:7]2[N:8]=[C:9]([CH3:11])[CH:10]=[C:6]2[N:5]=[C:4]([NH:12][C:13](=[O:25])[C:14]2[CH:19]=[CH:18][C:17]([O:20][C:21]([F:24])([F:23])[F:22])=[CH:16][CH:15]=2)[CH:3]=1.Cl.[NH:27]1[CH2:32][CH2:31][CH:30]([NH:33][C:34]([NH2:36])=[O:35])[CH2:29][CH2:28]1.C(N(CC)C(C)C)(C)C>CN(C=O)C.CS(C)=O.CO>[CH3:11][C:9]1[CH:10]=[C:6]2[N:5]=[C:4]([NH:12][C:13](=[O:25])[C:14]3[CH:19]=[CH:18][C:17]([O:20][C:21]([F:24])([F:23])[F:22])=[CH:16][CH:15]=3)[CH:3]=[C:2]([N:27]3[CH2:32][CH2:31][CH:30]([NH:33][C:34]([NH2:36])=[O:35])[CH2:29][CH2:28]3)[N:7]2[N:8]=1 |f:1.2|. Procedure: An orange solution of N-(7-chloro-2-methylpyrazolo[1,5-a]pyrimidin-5-yl)-4-(trifluoromethoxy)benzamide (14A, 69 mg, 0.186 mmol), 1-(piperidin-4-yl)urea hydrochloride (40 mg, 0.279 mmol), and N,N-diisopropylethylamine (72 mg, 0.558 mmol) in DMF (1.8 mL) was stirred at 100° C. for 2 h, cooled to 80° C., and stirred overnight. After cooling to room temperature, the mixture was diluted with a few drops of DMSO and methanol, filtered, and then purified by preparatory HPLC (45-60% (1:1 MeOH/MeCN)/H2O ... The reactants are C(C1=CC=CC=C1)N1C[C@H]([C@@H](C1)O)O ((3R,4R)-1-benzylpyrrolidine-3,4-diol), CS(=O)(=O)OCCCCCCCCCC\C=C/CCCCCC ((Z)-octadec-11-enyl methanesulfonate). The product is C(C1=CC=CC=C1)N1C[C@H]([C@@H](C1)OCCCCCCCCCC\C=C/CCCCCC)OCCCCCCCCCC\C=C/CCCCCC ((3R,4R)-1-Benzyl-3,4-bis((Z)-octadec-11-enyloxy)pyrrolidine). RXN SMILES: [CH2:1]([N:8]1[CH2:12][C@@H:11]([OH:13])[C@H:10]([OH:14])[CH2:9]1)[C:2]1[CH:7]=[CH:6][CH:5]=[CH:4][CH:3]=1.CS(O[CH2:20][CH2:21][CH2:22][CH2:23][CH2:24][CH2:25][CH2:26][CH2:27][CH2:28][CH2:29]/[CH:30]=[CH:31]\[CH2:32][CH2:33][CH2:34][CH2:35][CH2:36][CH3:37])(=O)=O>>[CH2:1]([N:8]1[CH2:12][C@@H:11]([O:13][CH2:20][CH2:21][CH2:22][CH2:23][CH2:24][CH2:25][CH2:26][CH2:27][CH2:28][CH2:29]/[CH:30]=[CH:31]\[CH2:32][CH2:33][CH2:34][CH2:35][CH2:36][CH3:37])[C@H:10]([O:14][CH2:37][CH2:36][CH2:35][CH2:34][CH2:33][CH2:32][CH2:31][CH2:30][CH2:29][CH2:28]/[CH:27]=[CH:26]\[CH2:25][CH2:24][CH2:23][CH2:22][CH2:21][CH3:20])[CH2:9]1)[C:2]1[CH:3]=[CH:4][CH:5]=[CH:6][CH:7]=1. Procedure details: Compound VI-14 (244 mg, 60.8%) was obtained in the same manner as that in Reference Example 1, by using (3R,4R)-1-benzylpyrrolidine-3,4-diol (Diverchim S. A.; 112 mg, 0.577 mmol) and (Z)-octadec-11-enyl methanesulfonate (Nu-Chek Prep, Inc; 500 mg, 1.44 mmol). Starting materials: NCC1(CN(CC1)C1=C(C=C2C(C(=CN(C2=C1OC)C1CC1)C(=O)O)=O)F)CF (7-(3-Aminomethyl-3-fluoromethylpyrrolidin-1-yl)-1-cyclopropyl-6-fluoro-1,4-dihydro-8-methoxy-4-oxo-3-quinolinecarboxylic acid), S(=O)(Cl)Cl (thionyl chloride), CO (methanol). The product is NCC1(CN(CC1)C1=C(C=C2C(C(=CN(C2=C1OC)C1CC1)C(=O)OC)=O)F)CF (Methyl 7-(3-aminomethyl-3-fluoromethylpyrrolidin-1-yl)-1-cyclopropyl-6-fluoro-1,4-dihydro-8-methoxy-4-oxo-3-quinolinecarboxylate). Reaction SMILES: [NH2:1][CH2:2][C:3]1([CH2:28][F:29])[CH2:7][CH2:6][N:5]([C:8]2[C:17]([O:18][CH3:19])=[C:16]3[C:11]([C:12](=[O:26])[C:13]([C:23]([OH:25])=[O:24])=[CH:14][N:15]3[CH:20]3[CH2:22][CH2:21]3)=[CH:10][C:9]=2[F:27])[CH2:4]1.S(Cl)(Cl)=O.[CH3:34]O>>[NH2:1][CH2:2][C:3]1([CH2:28][F:29])[CH2:7][CH2:6][N:5]([C:8]2[C:17]([O:18][CH3:19])=[C:16]3[C:11]([C:12](=[O:26])[C:13]([C:23]([O:25][CH3:34])=[O:24])=[CH:14][N:15]3[CH:20]3[CH2:22][CH2:21]3)=[CH:10][C:9]=2[F:27])[CH2:4]1. Procedure: 7-(3-Aminomethyl-3-fluoromethylpyrrolidin-1-yl)-1-cyclopropyl-6-fluoro-1,4-dihydro-8-methoxy-4-oxo-3-quinolinecarboxylic acid (8.9 g) obtained in Example 1 was suspended in methanol (100 ml) and thionyl chloride (3.2 ml) was dropwise added with stirring under ice-cooling. After the dropwise addition, the mixture was refluxed overnight. Methanol and excess thionyl chloride were distilled away under reduced pressure. The residue was dissolved in water and the solution was made alkaline with potass... Starting materials: N1(C=NC=C1)CCCN (3-(1H-imidazol-l-yl)propanamine), C(C)(=O)OC(C)=O (acetic anhydride), C(=O)O (formic acid), CC(=O)OCC1=C2C=CC=CC2=C(C3=CC=CC=C31)COC(=O)C (acetic). Solvent: O1CCCC1 (tetrahydrofuran), O (water), O1CCCC1 (tetrahydrofuran). Reaction conditions: time 2 hour. Product: N1(C=NC=C1)CCCNC=O (N-(3-(1H-imidazol-l-yl)propyl)formamide). As a reaction SMILES: C(O[C:5](=[O:7])C)(=O)C.C(O)=O.CC(OCC1C2C(=CC=CC=2)C(COC(C)=O)=C2C=1C=CC=C2)=O.[N:35]1([CH2:40][CH2:41][CH2:42][NH2:43])[CH:39]=[CH:38][N:37]=[CH:36]1>O1CCCC1.O>[N:35]1([CH2:40][CH2:41][CH2:42][NH:43][CH:5]=[O:7])[CH:39]=[CH:38][N:37]=[CH:36]1. Reported procedure: 12.3 ml of acetic anhydride was cooled below 0° C. and treated dropwise with 6.1 ml of 98% formic acid, keeping the reaction temperature below 0° C. by external cooling. The mixture was then slowly warmed, and kept at 50° C.-60° C. for two hours. 10 ml of tetrahydrofuran was added, and the solution of acetic formic anhydric cooled to -20° C. A solution of 6.2 g of 3-(1H-imidazol-l-yl)propanamine in 20 ml of tetrahydrofuran was then added dropwise, keeping the temperature below -10° C. The reacti... The reactants are CCO, CCOC(C)=O, Cl, N#Cc1ccccc1S(=O)(=O)c1ccc(C=Cc2ccc(F)cc2F)cc1, [Na+], [OH-], O. Product: NC(=O)c1ccccc1S(=O)(=O)c1ccc(C=Cc2ccc(F)cc2F)cc1. Reaction SMILES: [CH3:32][CH2:33][OH:34].[CH3:35][CH2:36][O:37][C:38](=[O:39])[CH3:40].[ClH:31].[F:1][c:2]1[c:3]([CH:9]=[CH:10][c:11]2[cH:12][cH:13][c:14]([S:17](=[O:18])(=[O:19])[c:20]3[c:21]([C:22]#[N:23])[cH:24][cH:25][cH:26][cH:27]3)[cH:15][cH:16]2)[cH:4][cH:5][c:6]([F:8])[cH:7]1.[Na+:29].[OH-:28].[OH2:30]>>[F:1][c:2]1[c:3]([CH:9]=[CH:10][c:11]2[cH:12][cH:13][c:14]([S:17](=[O:18])(=[O:19])[c:20]3[c:21]([C:22]([NH2:23])=[O:28])[cH:24][cH:25][cH:26][cH:27]3)[cH:15][cH:16]2)[cH:4][cH:5][c:6]([F:8])[cH:7]1.